This data is from the Open Reaction Database (ORD), a public repository of structured organic reaction records. The task is: describe an organic reaction: reactants, conditions, products, and yield Starting materials: O=C=O (effective_coupling_partner), C5C4CC3CC5CC(C4)(C3)C(=O)Oc2ccc1ccccc1c2 (substrate). The reagents and catalysts are dppf. Conditions: temperature 80 celsius, time 48 hour. Yields the product O=C(O)c2ccc1ccccc1c2.